describe an organic reaction: reactants, conditions, products, and yield From a dataset of the Open Reaction Database (ORD), a public repository of structured organic reaction records. The product is C(N)(=O)C=1C=CC(=C(C1)N[C@@H](C(=O)N1[C@H](CCC1)C=1C=C(C=CC1S(=O)(=O)C1CC1)NC(OC)=O)C1=CC(=C(C=C1)F)OC)F (Methyl 3-((R)-1-((R)-2-(5-carbamoyl-2-fluorophenylamino)-2-(4-fluoro-3-methoxyphenyl)acetyl)pyrrolidin-2-yl)-4-(cyclopropylsulfonyl)phenylcarbamate). Procedure details: Example 87 was prepared according to the general coupling condition using 27A and 85J. 1H NMR (400 MHz, Methanol-d4) δ ppm 1.00-1.08 (m, 2H) 1.13 (m, 1H) 1.36-1.43 (m, 1H) 1.73 (m, 1H) 2.02-2.14 (m, 2H) 2.52 (m, 1H) 3.22-3.29 (m, 1H) 3.71 (s, 6H) 4.16 (ddd, J=10.22, 6.81, 6.70 Hz, 1H) 5.46 (s, 1H) 5.88 (dd, J=7.91, 5.27 Hz, 1H) 6.98-7.06 (m, 4H) 7.08-7.15 (m, 3H) 7.32 (dd, J=8.35, 1.76 Hz, 1H) 7.68 (d, J=9.23 Hz, 1H) 9.44 (s, 1H), LC-MS 643 (M+H). Reactants: C(N)(=O)C=1C=CC(=C(C1)NC(C(=O)O)C1=CC(=C(C=C1)F)OC)F (2-(5-Carbamoyl-2-fluorophenylamino)-2-(4-fluoro-3-methoxyphenyl)acetic acid), Cl.C1(CC1)S(=O)(=O)C1=C(C=C(C=C1)NC(OC)=O)[C@@H]1NCCC1 ((R)-Methyl 4-(cyclopropylsulfonyl)-3-(pyrrolidin-2-yl)phenylcarbamate hydrochloride). Reaction SMILES: [C:1]([C:4]1[CH:5]=[CH:6][C:7]([F:24])=[C:8]([NH:10][CH:11]([C:15]2[CH:20]=[CH:19][C:18]([F:21])=[C:17]([O:22][CH3:23])[CH:16]=2)[C:12]([OH:14])=O)[CH:9]=1)(=[O:3])[NH2:2].Cl.[CH:26]1([S:29]([C:32]2[CH:37]=[CH:36][C:35]([NH:38][C:39](=[O:42])[O:40][CH3:41])=[CH:34][C:33]=2[C@H:43]2[CH2:47][CH2:46][CH2:45][NH:44]2)(=[O:31])=[O:30])[CH2:28][CH2:27]1>>[C:1]([C:4]1[CH:5]=[CH:6][C:7]([F:24])=[C:8]([NH:10][C@H:11]([C:15]2[CH:20]=[CH:19][C:18]([F:21])=[C:17]([O:22][CH3:23])[CH:16]=2)[C:12]([N:44]2[CH2:45][CH2:46][CH2:47][C@@H:43]2[C:33]2[CH:34]=[C:35]([NH:38][C:39](=[O:42])[O:40][CH3:41])[CH:36]=[CH:37][C:32]=2[S:29]([CH:26]2[CH2:27][CH2:28]2)(=[O:31])=[O:30])=[O:14])[CH:9]=1)(=[O:3])[NH2:2] |f:1.2|. Reactants: ClC=1C=C(C=C(C1)O)CC(=O)O ((3-chloro-5-hydroxyphenyl)acetic acid), ClC1=C(C(=O)N2CCCC2)C=C(C(=C1)F)F (1-(2-chloro-4,5-difluorobenzoyl)pyrrolidine). Product: ClC=1C=C(C=C(C1)OC1=C(C=C(C(=C1)Cl)C(=O)N1CCCC1)F)CC(=O)O ({3-chloro-5-[5-chloro-2-fluoro-4-(pyrrolidin-1-ylcarbonyl)phenoxy]phenyl}acetic acid). Reaction SMILES: [Cl:1][C:2]1[CH:3]=[C:4]([CH2:9][C:10]([OH:12])=[O:11])[CH:5]=[C:6]([OH:8])[CH:7]=1.[Cl:13][C:14]1[CH:26]=[C:25](F)[C:24]([F:28])=[CH:23][C:15]=1[C:16]([N:18]1[CH2:22][CH2:21][CH2:20][CH2:19]1)=[O:17]>>[Cl:1][C:2]1[CH:3]=[C:4]([CH2:9][C:10]([OH:12])=[O:11])[CH:5]=[C:6]([O:8][C:25]2[CH:26]=[C:14]([Cl:13])[C:15]([C:16]([N:18]3[CH2:19][CH2:20][CH2:21][CH2:22]3)=[O:17])=[CH:23][C:24]=2[F:28])[CH:7]=1. Procedure: The title compound was prepared as described in example 2 step (iii) but instead using the product from example 18 step (iv) and the product from step (i). Yields the product C(C)(C)(C)C1=NC=2CC(C[C@@H](C2C2=C1[C@H](OC21CCOCC1)C1=CC=C(C=C1)C(F)(F)F)O[Si](C)(C)C(C)(C)C)(C)C ((3R,9S)-4-tert-Butyl-9-(tert-butyldimethylsilyloxy)-7,7-dimethyl-3-(4-(trifluoromethyl)phenyl)-2′,3′,5′,6,6′,7,8,9-octahydro-3H-spiro[furo[3,4-c]quinoline-1,4′-pyran]). RXN SMILES: [Si:1]([O:8][C@H:9]1[CH2:18][C:17]([CH3:20])([CH3:19])[CH2:16][C:15]2[N:14]=[C:13]([C:21]3([CH3:24])[CH2:23][CH2:22]3)[C:12]3[C@@H:25]([C:33]4[CH:38]=[CH:37][C:36]([C:39]([F:42])([F:41])[F:40])=[CH:35][CH:34]=4)[O:26][C:27]4([CH2:32][CH2:31][O:30][CH2:29][CH2:28]4)[C:11]=3[C:10]1=2)([C:4]([CH3:7])([CH3:6])[CH3:5])([CH3:3])[CH3:2]>C(O)(=O)C.C(OC(=O)C)(=O)C.[Pt](=O)=O>[C:21]([C:13]1[C:12]2[C@@H:25]([C:33]3[CH:34]=[CH:35][C:36]([C:39]([F:41])([F:40])[F:42])=[CH:37][CH:38]=3)[O:26][C:27]3([CH2:32][CH2:31][O:30][CH2:29][CH2:28]3)[C:11]=2[C:10]2[C@@H:9]([O:8][Si:1]([C:4]([CH3:7])([CH3:6])[CH3:5])([CH3:2])[CH3:3])[CH2:18][C:17]([CH3:20])([CH3:19])[CH2:16][C:15]=2[N:14]=1)([CH3:24])([CH3:22])[CH3:23]. The reagents and catalysts are [Pt](=O)=O (Platinum-(IV)-oxide). Solvent: C(C)(=O)O (acetic acid), C(C)(=O)OC(C)=O (acetic acid anhydride). Procedure details: 30 mg (3R,9S)-9-(tert-butyldimethylsilyloxy)-7,7-dimethyl-4-(1-methylcyclopropyl)-3-(4-(trifluoromethyl)phenyl)-2′,3′,5′,6,6′,7,8,9-octahydro-3H-spiro[furo[3,4-c]quinoline-1,4′-pyran] are dissolved in 3 ml acetic acid and 1 ml acetic acid anhydride. 30 mg Platinum-(IV)-oxide are added and the mixture is hydrogenated for 2 hours at 60° C. and 3 bar. The catalyst is filtered off and washed with methanol. The liquid phases are combined and the solvents are evaporated in vacuo. The residue is chroma... Run at time 2 hour. Reactants: [Si](C)(C)(C(C)(C)C)O[C@@H]1C=2C3=C(C(=NC2CC(C1)(C)C)C1(CC1)C)[C@H](OC31CCOCC1)C1=CC=C(C=C1)C(F)(F)F ((3R,9S)-9-(tert-butyldimethylsilyloxy)-7,7-dimethyl-4-(1-methylcyclopropyl)-3-(4-(trifluoromethyl)phenyl)-2′,3′,5′,6,6′,7,8,9-octahydro-3H-spiro[furo[3,4-c]quinoline-1,4′-pyran]).